From a dataset of the Open Reaction Database (ORD), a public repository of structured organic reaction records. describe an organic reaction: reactants, conditions, products, and yield The reactants are COC(COC1=C(C=C(C(=C1)OC)SC#N)C)=O ((5-Methoxy-2-methyl-4-thiocyanato-phenoxy)-acetic acid methyl ester), COC(COC1=C(C=C(C(=C1)C)S)C)=O ((4-Mercapto-2,5-dimethyl-phenoxy)-acetic acid methyl ester). Product: CC1=C(C=C(C(=C1)SC#N)C)O (2,5-Dimethyl-4-thiocyanato-phenol). As a reaction SMILES: COC(=O)C[O:5][C:6]1[CH:11]=[C:10](OC)[C:9]([S:14][C:15]#[N:16])=[CH:8][C:7]=1[CH3:17].[CH3:19]OC(=O)COC1C=C(C)C(S)=CC=1C>>[CH3:17][C:7]1[CH:8]=[C:9]([S:14][C:15]#[N:16])[C:10]([CH3:19])=[CH:11][C:6]=1[OH:5]. Procedure: The title compound was prepared from compound WWA in a manner analogous to compound 1C. 400 MHz 1H NMR (DMSO-d6) δ 7.07 (s, 1H), 6.50 (s, 1H), 4.56 (s, 2H), 3.76 (s, 3H), (s, 1H), 2.26 (s, 3H), 2.17 (s, 3H); MS m/z 252 (m+1). Preparation of (4-Mercapto-2,5-dimethyl-phenoxy)-acetic acid methyl ester (Compound WW)